From a dataset of the Open Reaction Database (ORD), a public repository of structured organic reaction records. describe an organic reaction: reactants, conditions, products, and yield Starting materials: CN(C)CC1=CNC2=C1C=C(C=C2)Cl (5-chlorogramine), N1C=NC=C1 (imidazole). The solvent is C=1(C(=CC=CC1)C)C (xylene). Yields the product ClC=1C=C2C(=CNC2=CC1)CC=1NC=CN1 (5-chloro-3-(1-imidazolylmethyl)indole). Yield: 84.5%. As a reaction SMILES: CN([CH2:4][C:5]1[C:9]2[CH:10]=[C:11]([Cl:14])[CH:12]=[CH:13][C:8]=2[NH:7][CH:6]=1)C.[NH:15]1[CH:19]=[CH:18][N:17]=[CH:16]1>C1(C)C(C)=CC=CC=1>[Cl:14][C:11]1[CH:10]=[C:9]2[C:8](=[CH:13][CH:12]=1)[NH:7][CH:6]=[C:5]2[CH2:4][C:16]1[NH:15][CH:19]=[CH:18][N:17]=1. Procedure details: A solution of 5-chlorogramine (3.73 g) and imidazole (1.22 g) in xylene (20 ml) was heated under reflux for 3 hours and the cooled. The solid was filtered off, washed with toluene followed by petrol and then crystallised from a mixture of isopropanol and petrol (b.p. 60°-80° C.) to give 5-chloro-3-(1-imidazolylmethyl)indole (3.50 g), m.p. 195°-197° C. Found: C, 62.48; H, 4.31; N, 18.09. C12H10ClN3 requires: C, 62.20; H, 4.35; N, 18.14%. The reactants are CC1(C2(OCCO2)CCCC1(O)C=1SC(=CN1)C1=CC(=CC(=C1)NC1=NC=CC(=N1)C(F)(F)F)C)C (6,6-dimethyl-7-[5-(3-methyl-5-{[4-(trifluoromethyl)pyrimidin-2-yl]amino}phenyl)-1,3-thiazol-2-yl]-1,4-dioxaspiro[4.5]decan-7-ol), Cl (HCl), C([O-])(O)=O.[Na+] (sodium bicarbonate). Run in C1CCOC1 (THF). Conditions: time 30 minute. The product is OC1(C(C(CCC1)=O)(C)C)C=1SC(=CN1)C1=CC(=CC(=C1)NC1=NC=CC(=N1)C(F)(F)F)C (3-hydroxy-2,2-dimethyl-3-[5-(3-methyl-5-{[4-(trifluoromethyl)pyrimidin-2-yl]amino}phenyl)-1,3-thiazol-2-yl]cyclohexanone). Isolated yield 97.4%. Reaction SMILES: [CH3:1][C:2]1([CH3:36])[C:11]([C:13]2[S:14][C:15]([C:18]3[CH:23]=[C:22]([NH:24][C:25]4[N:30]=[C:29]([C:31]([F:34])([F:33])[F:32])[CH:28]=[CH:27][N:26]=4)[CH:21]=[C:20]([CH3:35])[CH:19]=3)=[CH:16][N:17]=2)([OH:12])[CH2:10][CH2:9][CH2:8][C:3]21OCC[O:4]2.Cl.C(=O)(O)[O-].[Na+]>C1COCC1>[OH:12][C:11]1([C:13]2[S:14][C:15]([C:18]3[CH:23]=[C:22]([NH:24][C:25]4[N:30]=[C:29]([C:31]([F:33])([F:34])[F:32])[CH:28]=[CH:27][N:26]=4)[CH:21]=[C:20]([CH3:35])[CH:19]=3)=[CH:16][N:17]=2)[CH2:10][CH2:9][CH2:8][C:3](=[O:4])[C:2]1([CH3:36])[CH3:1] |f:2.3|. Procedure: To a stirred solution of the product of Step 1(600 mg, 1.15 mmol) in THF (4 mL) was added HCl (6 M, 3.84 mL, 23.1 mmol). The reaction mixture was allowed to stir at room temperature for 30 min, neutralized with aqueous saturated sodium bicarbonate, and extracted with dichloromethane (3×). The combined organics were dried (sodium sulfate), filtered, concentrated, and purified by flash chromatography on silica to afford 3-hydroxy-2,2-dimethyl-3-[5-(3-methyl-5-{[4-(trifluoromethyl)pyrimidin-2-yl]am...